This data is from the Open Reaction Database (ORD), a public repository of structured organic reaction records. The task is: describe an organic reaction: reactants, conditions, products, and yield Starting materials: C[C@@H]1CC[C@H](CC1)C(=O)O (trans-4-methyl-cyclohexanecarboxylic acid), C(#N)C1=CC=C(OC=2C=C(C=C(C2)OC2=CC=C(C=C2)C#N)N)C=C1 ([3,5-bis-(4-cyano-phenoxy)-phenyl]-amine). The product is C(#N)C1=CC=C(OC=2C=C(C=C(C2)OC2=CC=C(C=C2)C#N)NC(=O)[C@@H]2CC[C@H](CC2)C)C=C1 (Trans-4-methyl-cyclohexanecarboxylic Acid[3,5-bis-(4-cyano-phenoxy)-phenyl]-amide). The yield is 94.7%. As a reaction SMILES: [CH3:1][C@H:2]1[CH2:7][CH2:6][C@H:5]([C:8]([OH:10])=O)[CH2:4][CH2:3]1.[C:11]([C:13]1[CH:35]=[CH:34][C:16]([O:17][C:18]2[CH:19]=[C:20]([NH2:33])[CH:21]=[C:22]([O:24][C:25]3[CH:30]=[CH:29][C:28]([C:31]#[N:32])=[CH:27][CH:26]=3)[CH:23]=2)=[CH:15][CH:14]=1)#[N:12]>>[C:31]([C:28]1[CH:29]=[CH:30][C:25]([O:24][C:22]2[CH:21]=[C:20]([NH:33][C:8]([C@H:5]3[CH2:4][CH2:3][C@H:2]([CH3:1])[CH2:7][CH2:6]3)=[O:10])[CH:19]=[C:18]([O:17][C:16]3[CH:34]=[CH:35][C:13]([C:11]#[N:12])=[CH:14][CH:15]=3)[CH:23]=2)=[CH:26][CH:27]=1)#[N:32]. Procedure details: Following the procedure of Example 107(e) trans-4-methyl-cyclohexanecarboxylic acid 0.21 g (1.52 mmol) and [3,5-bis-(4-cyano-phenoxy)-phenyl]-amine (0.50 g, 1.52 mmol) were used to afford 0.65 g of the required product. Percentage purity (LCMS): 85.4%, (M+1)=451.1+1. The reactants are CC(CC(=O)O)CC(C)(C)C (3,5,5-trimethylhexanoic acid), C(CCC)C(CN)CCCCCC (2-butyloctylamine), CC(=NCC1=CC(=CC=C1)CN)N.Cl.Cl (1400 W). The solvent is CCCCCCC (heptane). The product is CC(CC(=O)NCC(CCCCCC)CCCC)CC(C)(C)C (N-(3,5,5-trimethylhexanoyl)-2-butyloctylamine). Isolated yield 76.6%. As a reaction SMILES: [CH3:1][CH:2]([CH2:7][C:8]([CH3:11])([CH3:10])[CH3:9])[CH2:3][C:4]([OH:6])=O.[CH2:12]([CH:16]([CH2:19][CH2:20][CH2:21][CH2:22][CH2:23][CH3:24])[CH2:17][NH2:18])[CH2:13][CH2:14][CH3:15].CC(N)=NCC1C=CC=C(CN)C=1.Cl.Cl>CCCCCCC>[CH3:1][CH:2]([CH2:7][C:8]([CH3:11])([CH3:10])[CH3:9])[CH2:3][C:4]([NH:18][CH2:17][CH:16]([CH2:12][CH2:13][CH2:14][CH3:15])[CH2:19][CH2:20][CH2:21][CH2:22][CH2:23][CH3:24])=[O:6] |f:2.3.4|. Reported procedure: 29.2 g of 3,5,5-trimethylhexanoic acid and 34.2 g of 2-butyloctylamine were mixed together in an open Pyrex container and placed in a microwave oven (Menumaster™3100 i; frequency 2450, power at a setting of 30%: 1400 W). After 6 irradiations of about 5 minutes (for each irradiation), the reaction mixture was dissolved in heptane and then purified on silica. 46 g (77%) of the desired amide were obtained.